This data is from the Open Reaction Database (ORD), a public repository of structured organic reaction records. The task is: describe an organic reaction: reactants, conditions, products, and yield Reactants: C1(CC1)C#C (cyclopropylacetylene), FC(S(=O)(=O)OC=1C=C2C(=CC1)OC1=NC=C(C=C1[C@@]21N=C(OC1)N)N1CCOCC1)(F)F ((S)-2′-amino-3-morpholino-5′H-spiro[chromeno[2,3-b]pyridine-5,4′-oxazole]-7-yl trifluoromethanesulfonate), C(CCC)[Sn](C1=NC=CN=C1)(CCCC)CCCC (2-(tributylstannyl)pyrazine), CN(C)C=O (DMF), C(C)(C)NC(C)C (diisopropylamine), C(#C)C1CC1 (ethynylcyclopropane), CN(C)C=O (DMF). The reagents and catalysts are C=1C=CC(=CC1)[P](C=2C=CC=CC2)(C=3C=CC=CC3)[Pd]([P](C=4C=CC=CC4)(C=5C=CC=CC5)C=6C=CC=CC6)([P](C=7C=CC=CC7)(C=8C=CC=CC8)C=9C=CC=CC9)[P](C=1C=CC=CC1)(C=1C=CC=CC1)C=1C=CC=CC1 (tetrakis(triphenylphosphine)palladium), C=1C=CC(=CC1)[P](C=2C=CC=CC2)(C=3C=CC=CC3)[Pd]([P](C=4C=CC=CC4)(C=5C=CC=CC5)C=6C=CC=CC6)([P](C=7C=CC=CC7)(C=8C=CC=CC8)C=9C=CC=CC9)[P](C=1C=CC=CC1)(C=1C=CC=CC1)C=1C=CC=CC1 (tetrakis(triphenylphosphine)palladium), [Cu]I (copper(i) iodide). Reaction conditions: temperature 70 celsius, time 2 hour. Yields the product CC(C#CC=1C=C2C(=NC1)OC1=CC=C(C=C1[C@]21N=C(OC1)N)C1=NC=CN=C1)(C)C ((S)-3-(3,3-dimethylbut-1-ynyl)-7-(pyrazin-2-yl)-5′H-spiro[chromeno[2,3-b]pyridine-5,4′-oxazol]-2′-amine). Reaction SMILES: FC(F)(F)S(O[C:7]1[CH:8]=[C:9]2[C@@:20]3([CH2:24][O:23][C:22]([NH2:25])=[N:21]3)[C:19]3[C:14](=[N:15][CH:16]=[C:17](N4CCOCC4)[CH:18]=3)[O:13][C:10]2=[CH:11][CH:12]=1)(=O)=O.[CH:34](NC(C)C)(C)[CH3:35].C([CH:43]1[CH2:45][CH2:44]1)#C.C([Sn](CCCC)(CCCC)[C:51]1[CH:56]=[N:55][CH:54]=[CH:53][N:52]=1)CCC.[CH3:65]N(C=O)C>C1C=CC([P]([Pd]([P](C2C=CC=CC=2)(C2C=CC=CC=2)C2C=CC=CC=2)([P](C2C=CC=CC=2)(C2C=CC=CC=2)C2C=CC=CC=2)[P](C2C=CC=CC=2)(C2C=CC=CC=2)C2C=CC=CC=2)(C2C=CC=CC=2)C2C=CC=CC=2)=CC=1.[Cu]I>[CH3:43][C:45]([CH3:65])([CH3:44])[C:34]#[C:35][C:17]1[CH:18]=[C:19]2[C@:20]3([CH2:24][O:23][C:22]([NH2:25])=[N:21]3)[C:9]3[C:10](=[CH:11][CH:12]=[C:7]([C:51]4[CH:56]=[N:55][CH:54]=[CH:53][N:52]=4)[CH:8]=3)[O:13][C:14]2=[N:15][CH:16]=1 |^1:73,75,94,113|. Procedure details: A vial was charged with (S)-2′-amino-3-morpholino-5′H-spiro[chromeno[2,3-b]pyridine-5,4′-oxazole]-7-yl trifluoromethanesulfonate (0.120 g, 0.247 mmol), tetrakis(triphenylphosphine)palladium (2.85 mg, 2.467 μmol), and copper(i) iodide (4.70 mg, 0.025 mmol). The vial was flushed with Ar (g), then DMF (0.987 mL), diisopropylamine (0.692 mL, 4.93 mmol), and ethynylcyclopropane (0.104 mL, 1.233 mmol) were added in sequence to give a yellow solution. The vial was sealed and heated to 70° C. for two ho... The reactants are C(C)(=O)C=1C(=NC(=CC1)C(F)(F)F)[O-].[Na+] (sodium 3-acetyl-6-(trifluoromethyl)pyridin-2-olate), N1CCCC1 (pyrrolidine). Solvent: CC(=O)C (acetone). Product: CC1(CC(C=2C(=NC(=CC2)C(F)(F)F)O1)=O)C (2,2-dimethyl-7-(trifluoromethyl)-2H-pyrano[2,3-b]pyridin-4(3H)-one). Isolated yield 243.1%. As a reaction SMILES: [C:1]([C:4]1[C:5]([O-:14])=[N:6][C:7]([C:10]([F:13])([F:12])[F:11])=[CH:8][CH:9]=1)(=[O:3])[CH3:2].[Na+].N1C[CH2:19][CH2:18][CH2:17]1>CC(C)=O>[CH3:17][C:18]1([CH3:19])[O:14][C:5]2=[N:6][C:7]([C:10]([F:12])([F:11])[F:13])=[CH:8][CH:9]=[C:4]2[C:1](=[O:3])[CH2:2]1 |f:0.1|. Procedure: A mixture of Example 105A (2.62 g, 12.8 mmol), acetone (26 mL), 3 Å molecular sieves (1.55 g), and pyrrolidine (0.211 ml, 2.55 mmol) was stirred at ambient temperature for four days. The volatiles were removed in vacuo and the mixture was purified by flash column chromatography (SiO2, 0-50% EtOAc/hexanes gradient) provided the title compound (1.52 g, 6.20 mmol, 49% yield). MS (DCI+) m/z 246 (M+H)+.